This data is from the Open Reaction Database (ORD), a public repository of structured organic reaction records. The task is: describe an organic reaction: reactants, conditions, products, and yield Product: Cc1nc(N=CN(C)C)c(C#N)cc1C#N. The reactants are COC(OC)N(C)C, Cc1ccccc1, Cc1nc(N)c(C#N)cc1C#N. As a reaction SMILES: [CH3:13][O:14][CH:15]([N:16]([CH3:17])[CH3:18])[O:19][CH3:20].[CH3:21][c:22]1[cH:23][cH:24][cH:25][cH:26][cH:27]1.[NH2:1][c:2]1[n:3][c:4]([CH3:12])[c:5]([C:10]#[N:11])[cH:6][c:7]1[C:8]#[N:9]>>[N:1]([c:2]1[n:3][c:4]([CH3:12])[c:5]([C:10]#[N:11])[cH:6][c:7]1[C:8]#[N:9])=[CH:15][N:16]([CH3:17])[CH3:18]. Reactants: CCCc1nc2cc(NS(=O)(=O)c3ccc(F)cc3)ccc2n1CC(=O)OC(C)(C)C, CC#N, CCOC(C)=O, ClCc1ccc(Cl)cc1, [K+], [K+], O=C([O-])[O-], O. The product is CCCc1nc2cc(N(Cc3ccc(Cl)cc3)S(=O)(=O)c3ccc(F)cc3)ccc2n1CC(=O)OC(C)(C)C. Reaction SMILES: [C:16]([CH3:17])([CH3:18])([CH3:19])[O:20][C:21]([CH2:22][n:23]1[c:24]([CH2:43][CH2:44][CH3:45])[n:25][c:26]2[c:27]1[cH:28][cH:29][c:30]([NH:32][S:33](=[O:34])(=[O:35])[c:36]1[cH:37][cH:38][c:39]([F:42])[cH:40][cH:41]1)[cH:31]2)=[O:46].[CH3:47][C:48]#[N:49].[CH3:50][CH2:51][O:52][C:53]([CH3:54])=[O:55].[Cl:1][c:2]1[cH:3][cH:4][c:5]([CH2:6][Cl:7])[cH:8][cH:9]1.[K+:10].[K+:11].[O-:12][C:13]([O-:14])=[O:15].[OH2:56]>>[Cl:1][c:2]1[cH:3][cH:4][c:5]([CH2:6][N:32]([c:30]2[cH:29][cH:28][c:27]3[n:23]([CH2:22][C:21]([O:20][C:16]([CH3:17])([CH3:18])[CH3:19])=[O:46])[c:24]([CH2:43][CH2:44][CH3:45])[n:25][c:26]3[cH:31]2)[S:33](=[O:34])(=[O:35])[c:36]2[cH:37][cH:38][c:39]([F:42])[cH:40][cH:41]2)[cH:8][cH:9]1.